This data is from the Open Reaction Database (ORD), a public repository of structured organic reaction records. The task is: describe an organic reaction: reactants, conditions, products, and yield Starting materials: [Li]CCCC, CCCCCC, O=Cc1ccccc1, C#CCOCC1=C(C(=O)OCC)C(c2cccc(Cl)c2Cl)C(C(=O)OC)=C(C)N1, C1CCOC1. Yields the product CCOC(=O)C1=C(COCC#CC(O)c2ccccc2)NC(C)=C(C(=O)OC)C1c1cccc(Cl)c1Cl. RXN SMILES: [CH2:1]([Li:2])[CH2:3][CH2:4][CH3:5].[CH3:43][CH2:44][CH2:45][CH2:46][CH2:47][CH3:48].[CH:35](=[O:36])[c:37]1[cH:38][cH:39][cH:40][cH:41][cH:42]1.[Cl:6][c:7]1[c:8]([CH:14]2[C:15]([C:30](=[O:31])[O:32][CH2:33][CH3:34])=[C:16]([CH2:25][O:26][CH2:27][C:28]#[CH:29])[NH:17][C:18]([CH3:24])=[C:19]2[C:20](=[O:21])[O:22][CH3:23])[cH:9][cH:10][cH:11][c:12]1[Cl:13].[O:49]1[CH2:50][CH2:51][CH2:52][CH2:53]1>>[Cl:6][c:7]1[c:8]([CH:14]2[C:15]([C:30](=[O:31])[O:32][CH2:33][CH3:34])=[C:16]([CH2:25][O:26][CH2:27][C:28]#[C:29][CH:35]([OH:36])[c:37]3[cH:38][cH:39][cH:40][cH:41][cH:42]3)[NH:17][C:18]([CH3:24])=[C:19]2[C:20](=[O:21])[O:22][CH3:23])[cH:9][cH:10][cH:11][c:12]1[Cl:13]. The reactants are c2ccc1scnc1c2 (effective_coupling_partner), CC(C)(C)C(=O)Oc2ccc1ccccc1c2 (substrate). The reagents and catalysts are dcype. Reaction conditions: temperature 120 celsius, time 12 hour. Yields the product c4ccc3cc(c2nc1ccccc1s2)ccc3c4. The reactants are CC(C)(C)OC(=O)NCC(O)Cc1cccc(C=Cc2c(Cl)cccc2Cl)c1, ClCCl, O=[Cr](=O)([O-])Cl, c1cc[nH+]cc1. Yields the product CC(C)(C)OC(=O)NCC(=O)Cc1cccc(C=Cc2c(Cl)cccc2Cl)c1. RXN SMILES: [Cl:1][c:2]1[c:3]([CH:4]=[CH:5][c:6]2[cH:7][c:8]([CH2:12][CH:13]([CH2:14][NH:15][C:16]([O:17][C:18]([CH3:19])([CH3:20])[CH3:21])=[O:22])[OH:23])[cH:9][cH:10][cH:11]2)[c:24]([Cl:28])[cH:25][cH:26][cH:27]1.[Cl:40][CH2:41][Cl:42].[O:29]=[Cr:30]([Cl:31])([O-:32])=[O:33].[nH+:34]1[cH:35][cH:36][cH:37][cH:38][cH:39]1>>[Cl:1][c:2]1[c:3]([CH:4]=[CH:5][c:6]2[cH:7][c:8]([CH2:12][C:13]([CH2:14][NH:15][C:16]([O:17][C:18]([CH3:19])([CH3:20])[CH3:21])=[O:22])=[O:23])[cH:9][cH:10][cH:11]2)[c:24]([Cl:28])[cH:25][cH:26][cH:27]1. Reactants: C(CCC)[Li] (butyllithium), FC(C(=O)O)(F)F (trifluoroacetic acid), C1(=CC=C(C=C1)CS(=O)(=O)NCC1=C(C=C(C=C1)OC)OC)C1=CC=CC=C1 (C-biphenyl-4-yl-N-(2,4-dimethoxybenzyl)methanesulfonamide), FC(C(=O)O)(F)F (trifluoroacetic acid), CC(=O)C (acetone). Run in ClCCl (dichloromethane), CCCCCC (hexane), C1CCOC1 (THF). Conditions: time 10 minute. The product is C1(=CC=C(C=C1)C(C(C)(C)O)S(=O)(=O)N)C1=CC=CC=C1 (1-Biphenyl-4-yl-2-hydroxy-2-methylpropane-1-sulfonamide). Reaction SMILES: [C:1]1([C:23]2[CH:28]=[CH:27][CH:26]=[CH:25][CH:24]=2)[CH:6]=[CH:5][C:4]([CH2:7][S:8]([NH:11]CC2C=CC(OC)=CC=2OC)(=[O:10])=[O:9])=[CH:3][CH:2]=1.C([Li])CCC.[CH3:34][C:35]([CH3:37])=[O:36].FC(F)(F)C(O)=O>C1COCC1.CCCCCC.ClCCl>[C:1]1([C:23]2[CH:24]=[CH:25][CH:26]=[CH:27][CH:28]=2)[CH:2]=[CH:3][C:4]([CH:7]([S:8]([NH2:11])(=[O:9])=[O:10])[C:35]([OH:36])([CH3:37])[CH3:34])=[CH:5][CH:6]=1. Procedure: Under inert gas, 4.01 g of C-biphenyl-4-yl-N-(2,4-dimethoxybenzyl)methanesulfonamide were initially charged in 100 ml of THF and then, at a temperature of −71° C., 12.60 ml of a 1.6 N butyllithium solution in hexane were added dropwise. The reaction mixture was stirred for a further 10 minutes and then admixed dropwise with 4.53 ml of acetone. The mixture was stirred at constant temperature for 10 minutes, 2 ml of trifluoroacetic acid were added and the mixture was allowed to come to room temper... Starting materials: FC(C1=NN(C=2CCCCC12)CC(=O)NC1=C(C2=C(S1)CCCC2)C(=O)O)(F)F (2-[2-(3-Trifluoromethyl-4,5,6,7-tetrahydroindazol-1-yl)-acetylamino]-4,5,6,7-tetrahydrobenzo[b]thiophene-3-carboxylic acid), Cl (HCl). Reagents/catalysts: [Cu] (copper). The solvent is O (water), N1=CC=CC2=CC=CC=C12 (quinoline). Conditions: temperature 200 celsius. The product is S1C2=C(C=C1NC(CN1N=C(C=3CCCCC13)C(F)(F)F)=O)CCCC2 (N-(4,5,6,7-Tetrahydro-benzo[b]thiophen-2-yl)-2-(3-trifluoromethyl-4,5,6,7-tetrahydro indazol-1-yl)-acetamide). Yield: 93.6%. RXN SMILES: [F:1][C:2]([F:29])([F:28])[C:3]1[C:11]2[CH2:10][CH2:9][CH2:8][CH2:7][C:6]=2[N:5]([CH2:12][C:13]([NH:15][C:16]2[S:20][C:19]3[CH2:21][CH2:22][CH2:23][CH2:24][C:18]=3[C:17]=2C(O)=O)=[O:14])[N:4]=1.Cl>N1C2C(=CC=CC=2)C=CC=1.O.[Cu]>[S:20]1[C:16]([NH:15][C:13](=[O:14])[CH2:12][N:5]2[C:6]3[CH2:7][CH2:8][CH2:9][CH2:10][C:11]=3[C:3]([C:2]([F:29])([F:1])[F:28])=[N:4]2)=[CH:17][C:18]2[CH2:24][CH2:23][CH2:22][CH2:21][C:19]1=2. Reported procedure: 2-[2-(3-Trifluoromethyl-4,5,6,7-tetrahydroindazol-1-yl)-acetylamino]-4,5,6,7-tetrahydrobenzo[b]thiophene-3-carboxylic acid (200 mg, 0.47 mmol) and copper powder (45 mg, 0.70 mmol) were suspended in quinoline (4 mL) and the resulting mixture heated in a Biotage SmithCreator microwave at 200° C. for 10 min. The mixture was diluted with water (5 mL), acidified to pH 1 with 5 M HCl, and extracted with diethyl ether (3×50 mL). The combined organics were dried over sodium sulfate and concentrated in v... Starting materials: BrCCCCBr, O=C([O-])[O-], CCC(C)=O, [K+], [K+], COC(=O)c1ccc(O)cc1. Product: COC(=O)c1ccc(OCCCCBr)cc1. Reaction SMILES: [Br:1][CH2:2][CH2:3][CH2:4][CH2:5][Br:6].[C:18](=[O:19])([O-:20])[O-:21].[CH3:24][C:25](=[O:26])[CH2:27][CH3:28].[K+:22].[K+:23].[OH:7][c:8]1[cH:9][cH:10][c:11]([C:12](=[O:13])[O:14][CH3:15])[cH:16][cH:17]1>>[Br:1][CH2:2][CH2:3][CH2:4][CH2:5][O:7][c:8]1[cH:9][cH:10][c:11]([C:12](=[O:13])[O:14][CH3:15])[cH:16][cH:17]1. Reactants: CCOC(C)=O, Cc1nc(-c2ccccc2)nc(-c2ccc(Cl)cc2Cl)c1CO, ClCCl. Yields the product Cc1nc(-c2ccccc2)nc(-c2ccc(Cl)cc2Cl)c1C=O. RXN SMILES: [CH3:27][CH2:28][O:29][C:30]([CH3:31])=[O:32].[Cl:1][c:2]1[c:3](-[c:9]2[n:10][c:11](-[c:18]3[cH:19][cH:20][cH:21][cH:22][cH:23]3)[n:12][c:13]([CH3:17])[c:14]2[CH2:15][OH:16])[cH:4][cH:5][c:6]([Cl:8])[cH:7]1.[Cl:24][CH2:25][Cl:26]>>[Cl:1][c:2]1[c:3](-[c:9]2[n:10][c:11](-[c:18]3[cH:19][cH:20][cH:21][cH:22][cH:23]3)[n:12][c:13]([CH3:17])[c:14]2[CH:15]=[O:16])[cH:4][cH:5][c:6]([Cl:8])[cH:7]1. Reactants: CN(C)C=O, O=Cc1ccn(-c2ccc(F)cc2)c1, [K+], O=[Mn](=O)(=O)[O-], [Na+], [OH-], c1ccncc1. Product: O=C(O)c1ccn(-c2ccc(F)cc2)c1. Reaction SMILES: [CH3:9][N:10]([CH3:11])[CH:13]=[O:12].[F:14][c:15]1[cH:16][cH:17][c:18](-[n:21]2[cH:22][c:23]([CH:26]=[O:27])[cH:24][cH:25]2)[cH:19][cH:20]1.[K+:6].[Mn:1]([O-:2])(=[O:3])(=[O:4])=[O:5].[Na+:8].[OH-:7].[cH:28]1[cH:29][cH:30][n:31][cH:32][cH:33]1>>[OH:12][C:26]([c:23]1[cH:22][n:21](-[c:18]2[cH:17][cH:16][c:15]([F:14])[cH:20][cH:19]2)[cH:25][cH:24]1)=[O:27].